This data is from the Open Reaction Database (ORD), a public repository of structured organic reaction records. The task is: describe an organic reaction: reactants, conditions, products, and yield The reactants are Cl.N1CC(C1)C(=O)C1=CC=C(C=C1)Cl (azetidin-3-yl-(4-chloro-phenyl)-methanone hydrochloride), C([O-])(O)=O.[Na+] (sodium bicarbonate), O (water), Di-tbutyl-dicarbonate. The solvent is O1CCOCC1.O (dioxan water). Run at temperature 10 celsius, time 1.5 hour. Product: C(C)(C)(C)OC(=O)N1CC(C1)C(C1=CC=C(C=C1)Cl)=O (3-(4-Chloro-benzoyl)-azetidine-1-carboxylic acid tert-butyl ester). As a reaction SMILES: Cl.[NH:2]1[CH2:5][CH:4]([C:6]([C:8]2[CH:13]=[CH:12][C:11]([Cl:14])=[CH:10][CH:9]=2)=[O:7])[CH2:3]1.[C:15](=[O:18])(O)[O-:16].[Na+].O>O1CCOCC1.O>[C:4]([O:16][C:15]([N:2]1[CH2:5][CH:4]([C:6](=[O:7])[C:8]2[CH:13]=[CH:12][C:11]([Cl:14])=[CH:10][CH:9]=2)[CH2:3]1)=[O:18])([CH3:6])([CH3:5])[CH3:3] |f:0.1,2.3,5.6|. Procedure details: A solution of azetidin-3-yl-(4-chloro-phenyl)-methanone hydrochloride (50 g, 210 mmol) in dioxan:water 1:1 (800 ml) is added powdered sodium bicarbonate (61.7 g, 730 mmol) and the reaction mixture cooled to 10° C. Di-tbutyl-dicarbonate (52.6 g, 240 mmol) is added portion wise and the reaction mixture allowed to warm to room temperature with stirring for 1.5 hours. The reaction mixture is poured into water (1500 ml) and the resulting white precipitate filtered off and dried under vacuum to afford... Reactants: Cl[SiH](C)C (chlorodimethyl silane), C(=C)[Si](C=C)(C=C)C=C (tetravinyl silane), C(=C)[Si](C=C)(C=C)C=C (tetravinyl silane), Cl[SiH](C)C (chlorodimethyl silane). The reagents and catalysts are catalyst 1. The solvent is CC(C)(C)OC (TBME), CC(C)(C)OC (TBME). Reaction conditions: temperature 45 celsius, time 1.5 hour. Product: [Si](CC[Si](C)(C)Cl)(CC[Si](C)(C)Cl)(CC[Si](C)(C)Cl)CC[Si](C)(C)Cl (Si[(CH2)2Si(CH3)2Cl]4). RXN SMILES: [Cl:1][SiH:2]([CH3:4])[CH3:3].[CH:5]([Si:7]([CH:12]=[CH2:13])([CH:10]=[CH2:11])[CH:8]=[CH2:9])=[CH2:6]>CC(OC)(C)C>[Si:7]([CH2:12][CH2:13][Si:2]([Cl:1])([CH3:4])[CH3:3])([CH2:10][CH2:11][Si:2]([Cl:1])([CH3:4])[CH3:3])([CH2:8][CH2:9][Si:2]([Cl:1])([CH3:4])[CH3:3])[CH2:5][CH2:6][Si:2]([Cl:1])([CH3:4])[CH3:3]. Procedure details: Under argon, 234.2 g (2.475 mol) chlorodimethyl silane, 500 ml TBME and 1.5 g catalyst 1 were added to 75 g (0.550 mol) tetravinyl silane. The reaction mixture was heated, with vigorous stirring, to 45° C. until an exothermic reaction set in and the temperature rose to 51° C. A mixture comprising 525 g (3.853 mol) tetravinyl silane, 1639.4 g (17.327 mol) chlorodimethyl silane and 940 ml TBME was then added slowly dropwise, wherein care was taken that the reaction temperature did not fall below 5...